Dataset: the Open Reaction Database (ORD), a public repository of structured organic reaction records. Task: describe an organic reaction: reactants, conditions, products, and yield The product is CC(C)(C)OC(=O)NC1CCNCC1. The reactants are CC(C)(C)OC(=O)NC1CCN(C(=O)OCc2ccccc2)CC1, CCO, [H][H]. Reaction SMILES: [C:1]([O:2][CH2:3][c:4]1[cH:5][cH:6][cH:7][cH:8][cH:9]1)(=[O:10])[N:11]1[CH2:12][CH2:13][CH:14]([NH:17][C:18](=[O:19])[O:20][C:21]([CH3:22])([CH3:23])[CH3:24])[CH2:15][CH2:16]1.[CH3:27][CH2:28][OH:29].[H:25][H:26]>>[NH:11]1[CH2:12][CH2:13][CH:14]([NH:17][C:18](=[O:19])[O:20][C:21]([CH3:22])([CH3:23])[CH3:24])[CH2:15][CH2:16]1. Reactants: C1COCCN1, CS(=O)(=O)OCCCc1ccc2c(c1)COC2=C1C(=O)Nc2ccccc21, CN(C)C=O, O. Product: O=C1Nc2ccccc2C1=C1OCc2cc(CCCN3CCOCC3)ccc21. As a reaction SMILES: [CH2:28]1[CH2:29][O:30][CH2:31][CH2:32][NH:33]1.[O:1]=[C:2]1[NH:3][c:4]2[cH:5][cH:6][cH:7][cH:8][c:9]2[C:10]1=[C:11]1[O:12][CH2:13][c:14]2[cH:15][c:16]([CH2:20][CH2:21][CH2:22][O:23][S:24]([CH3:25])(=[O:26])=[O:27])[cH:17][cH:18][c:19]21.[O:35]=[CH:36][N:37]([CH3:38])[CH3:39].[OH2:34]>>[O:1]=[C:2]1[NH:3][c:4]2[cH:5][cH:6][cH:7][cH:8][c:9]2[C:10]1=[C:11]1[O:12][CH2:13][c:14]2[cH:15][c:16]([CH2:20][CH2:21][CH2:22][N:33]3[CH2:28][CH2:29][O:30][CH2:31][CH2:32]3)[cH:17][cH:18][c:19]21. Reactants: C=CC(=O)OC, COC, CO, COP(C)(=O)OC. Product: COC(=O)CCP(C)(=O)OC. Reaction SMILES: [C:8]([CH:9]=[CH2:10])(=[O:11])[O:12][CH3:13].[CH3:14][O:15][CH3:16].[CH3:17][OH:18].[CH3:1][P:2]([O:3][CH3:4])(=[O:5])[O:6][CH3:7]>>[CH3:1][P:2](=[O:5])([O:6][CH3:7])[CH2:10][CH2:9][C:8](=[O:11])[O:12][CH3:13]. Starting materials: bis(4-(di-tert-butylphosphino)-N,N-dimethylbenzenamine)dichloropalladium (II), C(C)(=O)[O-].[K+] (potassium acetate), BrC=1C=C2C=C(C=NC2=CC1)C=CC(=O)OC (methyl 3-(6-bromoquinolin-3-yl)acrylate), CC1=C(C=CC=C1)B(O)O (2-methylphenyl boronic acid), BrC1=NC2=CC=CC=C2C=C1 (bromoquinoline). The solvent is O (water), C(C)O (ethanol). The product is C1(=C(C=CC=C1)C=1C=C2C=C(C=NC2=CC1)C=CC(=O)OC)C (methyl 3-(6-o-tolylquinolin-3-yl)acrylate), ortho-toluene. Reaction SMILES: Br[C:2]1[CH:3]=[C:4]2[C:9](=[CH:10][CH:11]=1)[N:8]=[CH:7][C:6]([CH:12]=[CH:13][C:14]([O:16][CH3:17])=[O:15])=[CH:5]2.[CH3:18][C:19]1[CH:24]=[CH:23][CH:22]=[CH:21][C:20]=1B(O)O.C([O-])(=O)C.[K+].BrC1C=CC2C(=CC=CC=2)N=1>C(O)C.O>[C:19]1([CH3:18])[CH:24]=[CH:23][CH:22]=[CH:21][C:20]=1[C:2]1[CH:3]=[C:4]2[C:9](=[CH:10][CH:11]=1)[N:8]=[CH:7][C:6]([CH:12]=[CH:13][C:14]([O:16][CH3:17])=[O:15])=[CH:5]2 |f:2.3|. Reported procedure: 5-Bromo-2-nitrobenzaldehyde 1 (6.03 g, 26.2 mmol) was dissolved in MeOH (200 mL) and treated with 5N HCl (10 mL). The mixture was heated to 70° C. and iron powder (7.32 g, 131 mmol) was added in five portions every 5 min. Upon completion (by TLC) the reaction was cooled and DCM (200 mL) was added before filtering through a pad of celite. The filtrate was concentrated under reduced pressure to 150 mL. To this material, a solution of 1,1,3,3-tetramethoxypropane (9.52 ml, 57.7 mmol) in 5N HCl (10 m... Reactants: O=C1C2=C(NC=3CCCCC13)C=NN2 (4,5,6,7,8,9-Hexahydro-9-oxo-1H-pyrazolo[4,3-b]quinoline), P(=O)(Cl)(Cl)Cl (phosphoryl chloride). The product is ClC1=C2C(=NC=3CCCCC13)C=NN2 (9-Chloro-5,6,7,8-tetrahydro-1H-pyrazolo[4,3-b]quinoline). Isolated yield 88.0%. As a reaction SMILES: O=[C:2]1[C:11]2[CH2:10][CH2:9][CH2:8][CH2:7][C:6]=2[NH:5][C:4]2[CH:12]=[N:13][NH:14][C:3]1=2.P(Cl)(Cl)([Cl:17])=O>>[Cl:17][C:2]1[C:11]2[CH2:10][CH2:9][CH2:8][CH2:7][C:6]=2[N:5]=[C:4]2[CH:12]=[N:13][NH:14][C:3]=12. Procedure details: 4,5,6,7,8,9-Hexahydro-9-oxo-1H-pyrazolo[4,3-b]quinoline (5.0 g, 0.026 mole) was treated with phosphoryl chloride (40 ml) and the mixture heated under reflux for 30 minutes. The excess reagent was evaporated off and the residue treated with water (30 ml) and then made basic by the addition of sodium carbonate solution. The solid was filtered off, washed with water, dried and recrystallised from ethyl acetate to give the title compound as a yellow solid (4.85 g, 88%), m.p. 190°-193° C. Found: C, 5... The reagents and catalysts are [Pd] (Pd/C). Yields the product C(CC(C)C)N1CCN(CC1)C1=CC=C(N)C=C1 (4-(4-isopentylpiperazin-1-yl)aniline). Procedure: To a 250-mL round bottom flasked is added 10% Pd/C (100 mg) and 1-isopentyl-4-(4-nitrophenyl)piperazine (1.0 g, 3.6 mmol). The flask is sealed with a septum, and flushed with a slow stream of N2. EtOH (30 mL) is then added via syringed into the flask. The flask is again flushed with N2 and then it is fitted with a balloon of hydrogen. An outlet needle is inserted through the septum and the flask is flushed with hydrogen before the outlet needle is removed. The resulting slurry is stirred vigorou... Reaction conditions: time 24 hour. Reactants: C(CC(C)C)N1CCN(CC1)C1=CC=C(C=C1)[N+](=O)[O-] (1-isopentyl-4-(4-nitrophenyl)piperazine). Reaction SMILES: [CH2:1]([N:6]1[CH2:11][CH2:10][N:9]([C:12]2[CH:17]=[CH:16][C:15]([N+:18]([O-])=O)=[CH:14][CH:13]=2)[CH2:8][CH2:7]1)[CH2:2][CH:3]([CH3:5])[CH3:4]>[Pd]>[CH2:1]([N:6]1[CH2:11][CH2:10][N:9]([C:12]2[CH:13]=[CH:14][C:15]([NH2:18])=[CH:16][CH:17]=2)[CH2:8][CH2:7]1)[CH2:2][CH:3]([CH3:5])[CH3:4]. The reactants are C(C)(=O)NC1=C(C=C(C=C1)Br)[N+](=O)[O-] (N-Acetyl 4-bromo-2-nitroaniline), O1C=C(C=C1)B(O)O (3-furanylboronic acid), C([O-])(O)=O.[Na+] (sodium bicarbonate). The reagents and catalysts are C=1C=CC(=CC1)[P](C=2C=CC=CC2)(C=3C=CC=CC3)[Pd]([P](C=4C=CC=CC4)(C=5C=CC=CC5)C=6C=CC=CC6)([P](C=7C=CC=CC7)(C=8C=CC=CC8)C=9C=CC=CC9)[P](C=1C=CC=CC1)(C=1C=CC=CC1)C=1C=CC=CC1 (tetrakis(triphenylphosphine)palladium(0)). Solvent: O (water), C(OC)COC (dimethoxyethane), O (water). Reaction conditions: temperature 80 celsius. Yields the product C(C)(=O)NC1=C(C=C(C=C1)C1=COC=C1)[N+](=O)[O-] (N-Acetyl 4-(3-furanyl)-2-nitroaniline). Yield: 63.0%. RXN SMILES: [C:1]([NH:4][C:5]1[CH:10]=[CH:9][C:8](Br)=[CH:7][C:6]=1[N+:12]([O-:14])=[O:13])(=[O:3])[CH3:2].[O:15]1[CH:19]=[CH:18][C:17](B(O)O)=[CH:16]1.C(=O)(O)[O-].[Na+]>O.C(COC)OC.C1C=CC([P]([Pd]([P](C2C=CC=CC=2)(C2C=CC=CC=2)C2C=CC=CC=2)([P](C2C=CC=CC=2)(C2C=CC=CC=2)C2C=CC=CC=2)[P](C2C=CC=CC=2)(C2C=CC=CC=2)C2C=CC=CC=2)(C2C=CC=CC=2)C2C=CC=CC=2)=CC=1>[C:1]([NH:4][C:5]1[CH:10]=[CH:9][C:8]([C:17]2[CH:18]=[CH:19][O:15][CH:16]=2)=[CH:7][C:6]=1[N+:12]([O-:14])=[O:13])(=[O:3])[CH3:2] |f:2.3,^1:38,40,59,78|. Reported procedure: A mixture of 1d from Example 18 (8.5 g, 32.8 mmol), 3-furanylboronic acid (3.67 g, 32.8 mmol), sodium bicarbonate (13.8 g, 0.16 mol) and tetrakis(triphenylphosphine)palladium(0) (0.5 g) in a mixture of water (40 ml) and dimethoxyethane (80 ml) is heated to 80° C. under a stream of nitrogen over night. After cooling the mixture is poured into water and extracted with ethyl acetate. The organic phase is washed with brine, dried over sodium sulfate and concentrated under reduced pressure.(*). The r... Starting materials: OC=1C=C(C=O)C=CC1OC (3-hydroxy-4-methoxybenzaldehyde), C([O-])([O-])=O.[K+].[K+] (potassium carbonate), BrCCCCCCOCCCCC1=CC=CC=C1 (1-bromo-6-(4-phenylbut-1-yloxy)hexane), O (water). Solvent: CN(C=O)C (dimethylformamide). Reaction conditions: temperature 80 celsius, time 4 hour. Product: COC1=C(C=C(C=O)C=C1)OCCCCCCOCCCCC1=CC=CC=C1 (4-Methoxy-3-[6-(4-phenylbut-1-yloxy)hex-1-yloxy]benzaldehyde). Isolated yield 98.9%. As a reaction SMILES: [OH:1][C:2]1[CH:3]=[C:4]([CH:7]=[CH:8][C:9]=1[O:10][CH3:11])[CH:5]=[O:6].C(=O)([O-])[O-].[K+].[K+].Br[CH2:19][CH2:20][CH2:21][CH2:22][CH2:23][CH2:24][O:25][CH2:26][CH2:27][CH2:28][CH2:29][C:30]1[CH:35]=[CH:34][CH:33]=[CH:32][CH:31]=1.O>CN(C)C=O>[CH3:11][O:10][C:9]1[CH:8]=[CH:7][C:4]([CH:5]=[O:6])=[CH:3][C:2]=1[O:1][CH2:19][CH2:20][CH2:21][CH2:22][CH2:23][CH2:24][O:25][CH2:26][CH2:27][CH2:28][CH2:29][C:30]1[CH:31]=[CH:32][CH:33]=[CH:34][CH:35]=1 |f:1.2.3|. Reported procedure: To a stirred solution of 3-hydroxy-4-methoxybenzaldehyde (4.8 grams) in dimethylformamide (100 ml) at room temperature is added potassium carbonate (4.9 grams) and 1-bromo-6-(4-phenylbut-1-yloxy)hexane (10.0 grams). After stirring at 80° C. over 4 hours the reaction mixture is poured into water and extracted with ethyl acetate. The combined organics are washed with 1N sodium hydroxide and brine, dried over sodium sulfate, filtered and concentrated under reduced pressure. The resulting amber oil ... Reactants: ClCC(=O)OCC (ethyl chloroacetate), C(C)#N (acetonitrile), [N-]=[N+]=[N-].[Na+] (sodium azide). Run in O (water). Run at time 0.5 hour. Product: N(=[N+]=[N-])CC(=O)OCC (ethyl azidoacetate). The yield is 76.0%. Reaction SMILES: Cl[CH2:2][C:3]([O:5][CH2:6][CH3:7])=[O:4].C(#N)C.[N-:11]=[N+:12]=[N-:13].[Na+]>O>[N:11]([CH2:2][C:3]([O:5][CH2:6][CH3:7])=[O:4])=[N+:12]=[N-:13] |f:2.3|. Reported procedure: To a solution of 490 g. (4 moles) of ethyl chloroacetate in 1500 ml. of acetonitrile were added 260 g. (4 moles) of sodium azide, and the mixture was heated at the reflux temperature for 20 hours. After heating, the reaction mixture was poured into 1 liter of water with stirring for 1/2 hour. The organic phase was separated from the aqueous phase and evaporated in vacuo to dryness. The yellow residual oil was dissolved in 1200 ml. of diethyl ether and the solution was dried over magnesium sulfat...